Dataset: the Open Reaction Database (ORD), a public repository of structured organic reaction records. Task: describe an organic reaction: reactants, conditions, products, and yield Reactants: CCOP(=O)(CC(=O)NC1CC1)OCC, O=C1CCCc2ccc(F)cc21. Yields the product O=C(C=C1CCCc2ccc(F)cc21)NC1CC1. RXN SMILES: [CH2:13]([O:14][P:15](=[O:16])([O:17][CH2:18][CH3:19])[CH2:21][C:22]([NH:23][CH:24]1[CH2:25][CH2:26]1)=[O:27])[CH3:20].[F:1][c:2]1[cH:3][cH:4][c:5]2[c:10]([cH:11]1)[C:9](=[O:12])[CH2:8][CH2:7][CH2:6]2>>[F:1][c:2]1[cH:3][cH:4][c:5]2[c:10]([cH:11]1)[C:9](=[CH:21][C:22]([NH:23][CH:24]1[CH2:25][CH2:26]1)=[O:27])[CH2:8][CH2:7][CH2:6]2. Starting materials: CC1(Br)CCCNC1=O, [Na], O=C1NS(=O)(=O)c2ccccc21, CN(C)C=O, O. Yields the product CC1(N2C(=O)c3ccccc3S2(=O)=O)CCCNC1=O. Reaction SMILES: [Br:1][C:2]1([CH3:9])[C:3](=[O:8])[NH:4][CH2:5][CH2:6][CH2:7]1.[Na:10].[O:11]=[C:12]1[NH:13][S:14](=[O:21])(=[O:22])[c:15]2[c:16]1[cH:17][cH:18][cH:19][cH:20]2.[O:24]=[CH:25][N:26]([CH3:27])[CH3:28].[OH2:23]>>[C:2]1([CH3:9])([N:13]2[C:12](=[O:11])[c:16]3[c:15]([cH:20][cH:19][cH:18][cH:17]3)[S:14]2(=[O:21])=[O:22])[C:3](=[O:8])[NH:4][CH2:5][CH2:6][CH2:7]1. Reactants: CCN=C=NCCCN(C)C, CCN(C(C)C)C(C)C, Cl, Cl, CN(C)C=O, O, On1nnc2ccccc21, O=C(O)c1cccc(F)c1, O=C(CC(=O)N1CCNCC1)Nc1ccc(-c2ccccc2)cc1. Product: O=C(CC(=O)N1CCN(C(=O)c2cccc(F)c2)CC1)Nc1ccc(-c2ccccc2)cc1. RXN SMILES: [CH3:30][CH2:31][N:32]=[C:33]=[N:34][CH2:35][CH2:36][CH2:37][N:38]([CH3:39])[CH3:40].[CH:11]([N:12]([CH2:13][CH3:14])[CH:15]([CH3:16])[CH3:17])([CH3:18])[CH3:19].[ClH:41].[ClH:42].[O:67]=[CH:68][N:69]([CH3:70])[CH3:71].[OH2:72].[OH:1][n:2]1[c:3]2[c:4]([cH:5][cH:6][cH:7][cH:8]2)[n:9][n:10]1.[OH:20][C:21](=[O:22])[c:23]1[cH:24][cH:25][cH:26][c:27]([F:28])[cH:29]1.[c:43]1(-[c:61]2[cH:62][cH:63][cH:64][cH:65][cH:66]2)[cH:44][cH:45][c:46]([NH:49][C:50]([CH2:51][C:52]([N:53]2[CH2:54][CH2:55][NH:56][CH2:57][CH2:58]2)=[O:59])=[O:60])[cH:47][cH:48]1>>[C:21](=[O:22])([c:23]1[cH:24][cH:25][cH:26][c:27]([F:28])[cH:29]1)[N:56]1[CH2:55][CH2:54][N:53]([C:52]([CH2:51][C:50]([NH:49][c:46]2[cH:45][cH:44][c:43](-[c:61]3[cH:62][cH:63][cH:64][cH:65][cH:66]3)[cH:48][cH:47]2)=[O:60])=[O:59])[CH2:58][CH2:57]1. Reactants: C(C)(C)(C)OC(=O)N1[C@H](C=O)C[C@H](C1)O[Si](C)(C)C(C)(C)C ((2S,4R)-N-tert-butoxycarbonyl-4-tert-butyldimethylsiloxyprolinal), [Cl-].[NH4+] (ammonium chloride), C(C)(=O)OC (methyl acetate), C[Si]([N-][Si](C)(C)C)(C)C.[Na+] (sodium hexamethyldisilazide). The solvent is O1CCCC1 (tetrahydrofuran), O1CCCC1 (tetrahydrofuran), O1CCCC1 (tetrahydrofuran). Run at time 30 minute. Yields the product C(C)(C)(C)OC(=O)N1[C@@H](C[C@H](C1)O[Si](C)(C)C(C)(C)C)C(CC(=O)OC)O ((2S,4R)-N-tert-Butoxycarbonyl-4-tert-butyldimethylsiloxy-2-[1-hydroxy-2-(methoxycarbonyl)ethyl]pyrrolidine). The yield is 94.7%. RXN SMILES: C[Si](C)(C)[N-][Si](C)(C)C.[Na+].[C:11]([O:14][CH3:15])(=[O:13])[CH3:12].[C:16]([O:20][C:21]([N:23]1[CH2:29][C@H:28]([O:30][Si:31]([C:34]([CH3:37])([CH3:36])[CH3:35])([CH3:33])[CH3:32])[CH2:27][C@H:24]1[CH:25]=[O:26])=[O:22])([CH3:19])([CH3:18])[CH3:17].[Cl-].[NH4+]>O1CCCC1>[C:16]([O:20][C:21]([N:23]1[CH2:29][C@H:28]([O:30][Si:31]([C:34]([CH3:37])([CH3:36])[CH3:35])([CH3:33])[CH3:32])[CH2:27][C@H:24]1[CH:25]([OH:26])[CH2:12][C:11]([O:14][CH3:15])=[O:13])=[O:22])([CH3:19])([CH3:18])[CH3:17] |f:0.1,4.5|. Procedure: To tetrahydrofuran (5 ml) were successively dropwise added a 1.0M sodium hexamethyldisilazide--tetrahydrofuran solution (0.910 ml, 0.910 mmol) and methyl acetate (72.0 μl) at -78° C. The mixture was stirred for 30 minutes, and a tetrahydrofuran solution of (2S,4R)-N-tert-butoxycarbonyl-4-tert-butyldimethylsiloxyprolinal (200 mg, 0.607 mmol) was added thereto at the same temperature. This solution was stirred for 30 minutes. Saturated aqueous ammonium chloride was added to the reaction solution, ... The reactants are CC(C)(C)OC(=O)Nc1ccc(-c2noc(-c3ccc(OC(F)(F)F)cc3)n2)cc1, CC(C)(C)OC(=O)Nc1ccc(C(=N)NO)cc1, CC(=O)O, ClC(Cl)Cl, O=Cc1ccc(OC(F)(F)F)cc1. Yields the product Nc1ccc(-c2noc(-c3ccc(OC(F)(F)F)cc3)n2)cc1. Reaction SMILES: [C:1]([O:2][C:3](=[O:4])[NH:7][c:8]1[cH:9][cH:10][c:11](-[c:14]2[n:15][o:16][c:17](-[c:19]3[cH:20][cH:21][c:22]([O:25][C:26]([F:27])([F:28])[F:29])[cH:23][cH:24]3)[n:18]2)[cH:12][cH:13]1)([CH3:5])([CH3:6])[CH3:30].[C:31]([O:32][C:33](=[O:34])[NH:35][c:36]1[cH:37][cH:38][c:39]([C:40](=[NH:41])[NH:42][OH:43])[cH:44][cH:45]1)([CH3:46])([CH3:47])[CH3:48].[CH3:62][C:63](=[O:64])[OH:65].[Cl:66][CH:67]([Cl:68])[Cl:69].[F:49][C:50]([F:51])([F:52])[O:53][c:54]1[cH:55][cH:56][c:57]([CH:58]=[O:59])[cH:60][cH:61]1>>[NH2:7][c:8]1[cH:9][cH:10][c:11](-[c:14]2[n:15][o:16][c:17](-[c:19]3[cH:20][cH:21][c:22]([O:25][C:26]([F:27])([F:28])[F:29])[cH:23][cH:24]3)[n:18]2)[cH:12][cH:13]1.